This data is from the Open Reaction Database (ORD), a public repository of structured organic reaction records. The task is: describe an organic reaction: reactants, conditions, products, and yield Starting materials: BrC1=CC=C(C=C1)NC(COC1=CC=C(C=C1)O)=O (N-(4-bromophenyl)-2-(4-hydroxyphenoxy)acetamide), [H-].[H-].[H-].[H-].[Li+].[Al+3] (LiAlH4). The solvent is C1CCOC1 (THF). Product: BrC1=CC=C(C=C1)NCCOC1=CC=C(C=C1)O (4-(2-((4-bromophenyl)amino)ethoxy)phenol). The yield is 12.0%. Reaction SMILES: [Br:1][C:2]1[CH:7]=[CH:6][C:5]([NH:8][C:9](=O)[CH2:10][O:11][C:12]2[CH:17]=[CH:16][C:15]([OH:18])=[CH:14][CH:13]=2)=[CH:4][CH:3]=1.[H-].[H-].[H-].[H-].[Li+].[Al+3]>C1COCC1>[Br:1][C:2]1[CH:3]=[CH:4][C:5]([NH:8][CH2:9][CH2:10][O:11][C:12]2[CH:13]=[CH:14][C:15]([OH:18])=[CH:16][CH:17]=2)=[CH:6][CH:7]=1 |f:1.2.3.4.5.6|. Procedure: Compound 7b (80 mg, 0.25 mmol) was dissolved in THF (5 ml). LiAlH4 (30 mg, 0.5 mmol) was added portionwise and the reaction was refluxed for 6 hrs. The reaction was quenched slowly with water, 10% sodium hydroxide, and then water again. The aqueous layer was extracted with EtOAc (2×50 mL). The organic was concentrated to yield compound 7 (10 mg, 0.03 mmol, 13% yield). 1H NMR (CDCl3, 400 MHz) δ 7.29 (m, 2H), 6.80 (q, 4H), 6.56 (d, 2H), 4.81 (broad s, 1H), 4.13 (t, 2H), 3.47 (t, 2H); HRMS (ESI, po...